This data is from the Open Reaction Database (ORD), a public repository of structured organic reaction records. The task is: describe an organic reaction: reactants, conditions, products, and yield Starting materials: S1C(=NC2=C1C=CC=C2)COC=2C=C(C(=O)NC1=C(OCC(=O)O)C=CC(=C1)CCCS(=O)(=O)C1=CC=C(C=C1)Cl)C=CC2 (2-[3-(2-benzothiazolylmethoxy)benzoylamino]-4-[3-(4-chlorophenylsulfonyl)propyl]phenoxyacetic acid), Cl.NCC(=O)N (glycine amide hydrochloride), ON1N=NC2=C1C=CC=C2 (1-hydroxybenzotriazole), Cl.C(C)N=C=NCCCN(C)C (1-ethyl-3-(3-dimethylaminopropyl)-carbodiimide hydrochloride). Solvent: C(C)(=O)OCC (ethyl acetate), O (Water), CN(C=O)C (N,N-dimethylformamide), C(C)N(CC)CC (triethylamine). Reaction conditions: time 12 hour. Yields the product S1C(=NC2=C1C=CC=C2)COC=2C=C(C(=O)NC1=C(OCC(=O)NC(CN)=O)C=CC(=C1)CCCS(=O)(=O)C1=CC=C(C=C1)Cl)C=CC2 (N-[[2-[3-(2-benzothiazolylmethoxy)benzoylamino]-4-[3-(4-chlorophenylsulfonyl)propyl]phenoxy]acetyl]glycine amide). Yield: 38.7%. As a reaction SMILES: [S:1]1[C:5]2[CH:6]=[CH:7][CH:8]=[CH:9][C:4]=2[N:3]=[C:2]1[CH2:10][O:11][C:12]1[CH:13]=[C:14]([CH:42]=[CH:43][CH:44]=1)[C:15]([NH:17][C:18]1[CH:28]=[C:27]([CH2:29][CH2:30][CH2:31][S:32]([C:35]2[CH:40]=[CH:39][C:38]([Cl:41])=[CH:37][CH:36]=2)(=[O:34])=[O:33])[CH:26]=[CH:25][C:19]=1[O:20][CH2:21][C:22]([OH:24])=O)=[O:16].Cl.[NH2:46][CH2:47][C:48]([NH2:50])=[O:49].ON1C2C=CC=CC=2N=N1.Cl.C(N=C=NCCCN(C)C)C>C(OCC)(=O)C.O.CN(C)C=O.C(N(CC)CC)C>[S:1]1[C:5]2[CH:6]=[CH:7][CH:8]=[CH:9][C:4]=2[N:3]=[C:2]1[CH2:10][O:11][C:12]1[CH:13]=[C:14]([CH:42]=[CH:43][CH:44]=1)[C:15]([NH:17][C:18]1[CH:28]=[C:27]([CH2:29][CH2:30][CH2:31][S:32]([C:35]2[CH:36]=[CH:37][C:38]([Cl:41])=[CH:39][CH:40]=2)(=[O:33])=[O:34])[CH:26]=[CH:25][C:19]=1[O:20][CH2:21][C:22]([NH:50][C:48](=[O:49])[CH2:47][NH2:46])=[O:24])=[O:16] |f:1.2,4.5|. Procedure details: Under ice-cooling, triethylamine (220 μl) was added to a mixture of 2-[3-(2-benzothiazolylmethoxy)benzoylamino]-4-[3-(4-chlorophenylsulfonyl)propyl]phenoxyacetic acid (400 mg, 0.62 mmol), glycine amide hydrochloride (86 mg), 1-hydroxybenzotriazole (125 mg), 1-ethyl-3-(3-dimethylaminopropyl)-carbodiimide hydrochloride (130 mg) and N,N-dimethylformamide (10 ml), and the mixture prepared was stirred at room temperature for 12 hours. Water and ethyl acetate were added to the reaction solution. The i... Reactants: C(C)#N (acetonitrile), C(C1=CC=CC=C1)=O (benzaldehyde), Cl.C(C)N (ethylamine hydrochloride), [C-]#N.[Na+] (sodium cyanide). Solvent: O (water), O (water). Yields the product C(C)NC(C#N)C1=CC=CC=C1 (2-ethylamino-2-phenylacetonitrile). RXN SMILES: [C:1](#[N:3])[CH3:2].[CH:4](=O)[C:5]1[CH:10]=[CH:9][CH:8]=[CH:7][CH:6]=1.Cl.[CH2:13]([NH2:15])C.[C-]#N.[Na+]>O>[CH2:1]([NH:3][CH:4]([C:5]1[CH:10]=[CH:9][CH:8]=[CH:7][CH:6]=1)[C:13]#[N:15])[CH3:2] |f:2.3,4.5|. Reported procedure: A mixture consisting of 35 ml of acetonitrile; 10 ml of water; 16.8 g of benzaldehyde; 16 g of ethylamine hydrochloride and 10 g of sodium cyanide is stirred at room temperature for 2 days. It is then diluted with more water and extracted with benzene. The benzene extract is washed several times in the water and then dried over potassium carbonate. The solution is filtered and the filtrate is concentrated under reduced pressure to leave crude 2-ethylamino-2-phenylacetonitrile. This material is r... Starting materials: C1(CCCCC1)S(=O)(=O)C1=C(C(=O)C=2C=NOC2C2CC2)C=CC(=C1)C(F)(F)F (4-(2-Cyclohexylsulphonyl-4-trifluoromethybenzoyl)-5-cyclopropylisoxazole), Cl (hydrochloric acid), [Na] (Sodium), ice water. Run in C(C)O (ethanol), C(C)O (ethanol). Yields the product C(#N)C(C(=O)C1=C(C=C(C=C1)C(F)(F)F)S(=O)(=O)C1CCCCC1)C(=O)C1CC1 (2-cyano-1-(2-cyclohexylsulphonyl-4-trifluoromethylphenyl)-3-cyclopropylpropan-1,3-dione). Yield: 86.7%. RXN SMILES: [Na].[CH:2]1([S:8]([C:11]2[CH:26]=[C:25]([C:27]([F:30])([F:29])[F:28])[CH:24]=[CH:23][C:12]=2[C:13]([C:15]2[CH:16]=[N:17][O:18][C:19]=2[CH:20]2[CH2:22][CH2:21]2)=[O:14])(=[O:10])=[O:9])[CH2:7][CH2:6][CH2:5][CH2:4][CH2:3]1.Cl>C(O)C>[C:16]([CH:15]([C:19]([CH:20]1[CH2:21][CH2:22]1)=[O:18])[C:13]([C:12]1[CH:23]=[CH:24][C:25]([C:27]([F:28])([F:29])[F:30])=[CH:26][C:11]=1[S:8]([CH:2]1[CH2:7][CH2:6][CH2:5][CH2:4][CH2:3]1)(=[O:10])=[O:9])=[O:14])#[N:17] |^1:0|. Procedure details: Sodium metal (0.11 g) was dissolved in absolute ethanol with stirring and was cooled to ambient temperature. 4-(2-Cyclohexylsulphonyl-4-trifluoromethybenzoyl)-5-cyclopropylisoxazole (1.5 g) in absolute ethanol was added and the resulting solution was stirred at ambient temperature for 3 hours. It was poured into ice/water, acidified to pH1 with concentrated hydrochloric acid and the resultant white suspension was allowed to warm to ambient temperature before it was extracted with ethyl acetate. ... Procedure: 2-{2-(2,2,2-Trifluoroacetamido)-4-thiazolyl}-2-methoxyiminoacetic acid (syn isomer, 0.65 g.) was added at 0° C. to Vilsmeier reagent which had been prepared from dimethylformamide and phosphorus oxychloride in ethyl acetate (10 ml.), and the mixture was stirred at the same temperature for 40 minutes to prepare the activated acid solution. The activated acid solution was added dropwise to a solution of 7-amino-2,3-dimethyl-3-cephem-4-carboxylic acid (0.5 g.) and trimethylsilylacetamide (1.73 g.) ... Reaction SMILES: [F:1][C:2]([F:19])([F:18])[C:3]([NH:5][C:6]1[S:7][CH:8]=[C:9]([C:11](=[N:15][O:16][CH3:17])[C:12]([OH:14])=O)[N:10]=1)=[O:4].C[N+](C)=CCl.[Cl-].P(Cl)(Cl)(Cl)=O.[NH2:31][CH:32]1[C:44](=[O:45])[N:34]2[C:35]([C:41]([OH:43])=[O:42])=[C:36]([CH3:40])[CH:37]([CH3:39])[S:38][C@H:33]12.C[Si](CC(N)=O)(C)C>C(OCC)(=O)C.O.CN(C)C=O>[F:18][C:2]([F:1])([F:19])[C:3]([NH:5][C:6]1[S:7][CH:8]=[C:9]([C:11](=[N:15][O:16][CH3:17])[C:12]([NH:31][CH:32]2[C:44](=[O:45])[N:34]3[C:35]([C:41]([OH:43])=[O:42])=[C:36]([CH3:40])[CH:37]([CH3:39])[S:38][C@H:33]23)=[O:14])[N:10]=1)=[O:4] |f:1.2|. Conditions: time 40 minute. The product is FC(C(=O)NC=1SC=C(N1)C(C(=O)NC1[C@@H]2N(C(=C(C(S2)C)C)C(=O)O)C1=O)=NOC)(F)F (7-[2-{2-(2,2,2-trifluoroacetamido)-4-thiazolyl}-2-methoxyiminoacetamido]-2,3-dimethyl-3-cephem-4-carboxylic acid). The solvent is C(C)(=O)OCC (ethyl acetate), CN(C=O)C (dimethylformamide), O (water), C(C)(=O)OCC (ethyl acetate). Starting materials: FC(C(=O)NC=1SC=C(N1)C(C(=O)O)=NOC)(F)F (2-{2-(2,2,2-Trifluoroacetamido)-4-thiazolyl}-2-methoxyiminoacetic acid), C[N+](=CCl)C.[Cl-] (Vilsmeier reagent), P(=O)(Cl)(Cl)Cl (phosphorus oxychloride), resultant mixture, NC1[C@@H]2N(C(=C(C(S2)C)C)C(=O)O)C1=O (7-amino-2,3-dimethyl-3-cephem-4-carboxylic acid), C[Si](C)(C)CC(=O)N (trimethylsilylacetamide). Yield: 81.1%. Starting materials: Cl (hydrogen chloride), C(CCC)C1C(C2=CC(=CC=C2CC1)OCC1=NC2=CC=CC=C2C=C1)=O (2-butyl-3,4-dihydro-7-(2-quinolylmethoxy)-1(2H)-naphthalenone), [BH4-].[Na+] (sodium borohydride). Solvent: C(Cl)(Cl)Cl (chloroform), C(C)(=O)OCC (ethyl acetate), CCOCC (ether), CO (methanol), CO (methanol). Product: Cl.C(CCC)C1C(C2=CC(=CC=C2CC1)OCC1=NC2=CC=CC=C2C=C1)O (2-butyl-7-(2-quinolylmethoxy)-1,2,3,4-tetrahydro-1-naphthol hydrochloride). RXN SMILES: [CH2:1]([CH:5]1[CH2:14][CH2:13][C:12]2[C:7](=[CH:8][C:9]([O:15][CH2:16][C:17]3[CH:26]=[CH:25][C:24]4[C:19](=[CH:20][CH:21]=[CH:22][CH:23]=4)[N:18]=3)=[CH:10][CH:11]=2)[C:6]1=[O:27])[CH2:2][CH2:3][CH3:4].[BH4-].[Na+].[ClH:30]>CO.C(Cl)(Cl)Cl.CCOCC.C(OCC)(=O)C>[ClH:30].[CH2:1]([CH:5]1[CH2:14][CH2:13][C:12]2[C:7](=[CH:8][C:9]([O:15][CH2:16][C:17]3[CH:26]=[CH:25][C:24]4[C:19](=[CH:20][CH:21]=[CH:22][CH:23]=4)[N:18]=3)=[CH:10][CH:11]=2)[CH:6]1[OH:27])[CH2:2][CH2:3][CH3:4] |f:1.2,8.9|. Procedure details: To a stirring solution of 2-butyl-3,4-dihydro-7-(2-quinolylmethoxy)-1(2H)-naphthalenone (718 mg) in methanol (7 ml) in an ice bath was added dropwise a solution of sodium borohydride (114 mg) in methanol (7 ml). The mixture was stirred for half an hour at the same temperature and then diluted with chloroform (80 ml). The solution was washed with water (80 ml). The aqueous layer was extracted three times with chloroform. The combined organic layers were washed with water, dried and concentrated i...